This data is from the Open Reaction Database (ORD), a public repository of structured organic reaction records. The task is: describe an organic reaction: reactants, conditions, products, and yield Starting materials: C(C=CC)N1C(=C(C=2C1=C(N=NC2)Cl)C)C (1-(2-butenyl)-7-chloro-2,3-dimethylpyrrolo[2,3-d]pyridazine), ( 22/78 ), ClC1=C(C(=CC=C1)F)CS (2-chloro-6-fluorophenylmethanethiol). Yields the product C(C=CC)N1C(=C(C=2C1=C(N=NC2)SCC2=C(C=CC=C2F)Cl)C)C (1-(2-Butenyl)-7-(2-chloro-6-fluorobenzylthio)-2,3-dimethylpyrrolo[2,3-d]pyridazine). Yield: 70.1%. As a reaction SMILES: [CH2:1]([N:5]1[C:9]2=[C:10](Cl)[N:11]=[N:12][CH:13]=[C:8]2[C:7]([CH3:15])=[C:6]1[CH3:16])[CH:2]=[CH:3][CH3:4].[Cl:17][C:18]1[CH:23]=[CH:22][CH:21]=[C:20]([F:24])[C:19]=1[CH2:25][SH:26]>>[CH2:1]([N:5]1[C:9]2=[C:10]([S:26][CH2:25][C:19]3[C:20]([F:24])=[CH:21][CH:22]=[CH:23][C:18]=3[Cl:17])[N:11]=[N:12][CH:13]=[C:8]2[C:7]([CH3:15])=[C:6]1[CH3:16])[CH:2]=[CH:3][CH3:4]. Reported procedure: The title compound (cis/trans=18:82) was prepared as pale brown crystals in 70.1% yield in a similar procedure to that described in Example 1 by using 1-(2-butenyl)-7-chloro-2,3-dimethylpyrrolo[2,3-d]pyridazine (cis/trans=(22/78) and 2-chloro-6-fluorophenylmethanethiol. Reactants: FC(C(=O)C1=NC2=C(N1)C=C(C(=C2)C#N)C(F)(F)F)(F)F (2-(2,2,2-Trifluoro-acetyl)-6-trifluoromethyl-1H-benzoimidazole-5-carbonitrile), Cl (HCl), BrCC#CC (1-bromo-2-butyne), [In] (indium). The solvent is C1CCOC1 (THF), O (water), C(C)(=O)OCC (ethyl acetate). Yields the product OC(C(=C=C)C)(C(F)(F)F)C1=NC2=C(N1)C=C(C(=C2)C#N)C(F)(F)F (2-(1-Hydroxy-2-methyl-1-trifluoromethyl-buta-2,3-dienyl)-6-trifluoromethyl-1H-benzoimidazole-5-carbonitrile). RXN SMILES: [F:1][C:2]([F:21])([F:20])[C:3]([C:5]1[NH:9][C:8]2[CH:10]=[C:11]([C:16]([F:19])([F:18])[F:17])[C:12]([C:14]#[N:15])=[CH:13][C:7]=2[N:6]=1)=[O:4].Br[CH2:23][C:24]#[C:25][CH3:26].[In].Cl>C1COCC1.O.C(OCC)(=O)C>[OH:4][C:3]([C:5]1[NH:9][C:8]2[CH:10]=[C:11]([C:16]([F:17])([F:18])[F:19])[C:12]([C:14]#[N:15])=[CH:13][C:7]=2[N:6]=1)([C:2]([F:20])([F:1])[F:21])[C:25]([CH3:26])=[C:24]=[CH2:23]. Procedure: 2-(2,2,2-Trifluoro-acetyl)-6-trifluoromethyl-1H-benzoimidazole-5-carbonitrile (0.31 g; 0.94 mmol), 1-bromo-2-butyne (0.85 mL; 9.4 mmol) and indium (1.09 g; 9.5 mmol) were suspended in THF (12 mL) and 0.03 M HCl (10 mL) and stirred vigorously overnight. The reaction mixture was then diluted with water (60 mL) and ethyl acetate (40 mL), the layers were separated and the aqueous layer was extracted with ethyl acetate (3×20 mL). The combined extracts were washed with brine (50 mL) and dried over Na2... The reactants are ClCC=1N=C(OC1C)C1=CC=CC=C1 (4-chloromethyl-5-methyl-2-phenyl-1,3-oxazole), OC1=C(C=CC(=C1)O)C(=O)C1=CC=CC=C1 ((2,4-dihydroxyphenyl)(phenyl)methanone), C([O-])([O-])=O.[K+].[K+] (potassium carbonate). Run in CC(=O)C (acetone). Yields the product C(C1=CC=CC=C1)(=O)C1=C(C=C(OCC=2N=C(OC2C)C2=CC=CC=C2)C=C1)O (4-(4-benzoyl-3-hydroxyphenoxymethyl)-5-methyl-2-phenyl-1,3-oxazole). Yield: 58.0%. As a reaction SMILES: Cl[CH2:2][C:3]1[N:4]=[C:5]([C:9]2[CH:14]=[CH:13][CH:12]=[CH:11][CH:10]=2)[O:6][C:7]=1[CH3:8].[OH:15][C:16]1[CH:21]=[C:20]([OH:22])[CH:19]=[CH:18][C:17]=1[C:23]([C:25]1[CH:30]=[CH:29][CH:28]=[CH:27][CH:26]=1)=[O:24].C(=O)([O-])[O-].[K+].[K+]>CC(C)=O>[C:23]([C:17]1[CH:18]=[CH:19][C:20]([O:22][CH2:2][C:3]2[N:4]=[C:5]([C:9]3[CH:14]=[CH:13][CH:12]=[CH:11][CH:10]=3)[O:6][C:7]=2[CH3:8])=[CH:21][C:16]=1[OH:15])(=[O:24])[C:25]1[CH:26]=[CH:27][CH:28]=[CH:29][CH:30]=1 |f:2.3.4|. Procedure: A mixture of 4-chloromethyl-5-methyl-2-phenyl-1,3-oxazole (46.10 g), (2,4-dihydroxyphenyl)(phenyl)methanone (50.14 g), potassium carbonate (48.51 g) and acetone (700 mL) was heated under reflux for 20 hrs. The reaction mixture was concentrated, water was poured into the residue, and the mixture was extracted with ethyl acetate. The ethyl acetate layer was washed with saturated brine, dried over anhydrous magnesium sulfate and concentrated to give 4-(4-benzoyl-3-hydroxyphenoxymethyl)-5-methyl-2-p... RXN SMILES: [CH:23]([Cl:24])([Cl:25])[Cl:26].[CH:9]([N:10]([CH2:11][CH3:12])[CH:13]([CH3:14])[CH3:15])([CH3:16])[CH3:17].[Cl:18][C:19](=[O:20])[O:21][CH3:22].[NH2:1][c:2]1[n:3][cH:4][c:5]([Br:8])[cH:6][cH:7]1>>[NH:1]([c:2]1[n:3][cH:4][c:5]([Br:8])[cH:6][cH:7]1)[C:19](=[O:20])[O:21][CH3:22]. Reactants: ClC(Cl)Cl, CCN(C(C)C)C(C)C, COC(=O)Cl, Nc1ccc(Br)cn1. The product is COC(=O)Nc1ccc(Br)cn1. Starting materials: O=C([O-])O, C[Al](C)C, Cl, NCCS(N)(=O)=O, [Na+], COC(=O)c1ccc2[nH]c(O)c(-c3ccc(CN4CCOCC4)cn3)c2c1. Yields the product Cl, NS(=O)(=O)CCNC(=O)c1ccc2[nH]c(O)c(-c3ccc(CN4CCOCC4)cn3)c2c1. Reaction SMILES: [C:40](=[O:41])([O-:42])[OH:43].[CH3:36][Al:37]([CH3:38])[CH3:39].[ClH:28].[NH2:29][CH2:30][CH2:31][S:32](=[O:33])(=[O:34])[NH2:35].[Na+:44].[OH:1][c:2]1[nH:3][c:4]2[cH:5][cH:6][c:7]([C:24]([O:26][CH3:25])=[O:27])[cH:8][c:9]2[c:10]1-[c:11]1[n:12][cH:13][c:14]([CH2:17][N:18]2[CH2:19][CH2:20][O:21][CH2:22][CH2:23]2)[cH:15][cH:16]1>>[ClH:28].[OH:1][c:2]1[nH:3][c:4]2[cH:5][cH:6][c:7]([C:24](=[O:26])[NH:29][CH2:30][CH2:31][S:32](=[O:33])(=[O:34])[NH2:35])[cH:8][c:9]2[c:10]1-[c:11]1[n:12][cH:13][c:14]([CH2:17][N:18]2[CH2:19][CH2:20][O:21][CH2:22][CH2:23]2)[cH:15][cH:16]1. Starting materials: P(OCC)(OCC)[O-] (diethyl phosphite), C=O (paraformaldehyde), C1(=CC=CC=C1)C.C1(=CC=C(C=C1)S(=O)(=O)Cl)C (p-toluenesulfonyl chloride toluene), P(=O)(OCC)(OCC)[O-] (diethyl phosphate). The solvent is C1(=CC=CC=C1)C (toluene), C(C)N(CC)CC (triethylamine), C(C)N(CC)CC (triethylamine). The product is C1(=CC=C(C=C1)S(=O)(=O)OCP(OCC)(OCC)=O)C (diethyl p-toluenesulfonyloxymethylphosphonate). RXN SMILES: [P:1]([O-:8])([O:5][CH2:6][CH3:7])[O:2][CH2:3][CH3:4].C=O.P([O-])(OCC)([O:13][CH2:14]C)=O.C1(C)C=CC=CC=1.[C:27]1([CH3:37])[CH:32]=[CH:31][C:30]([S:33](Cl)(=[O:35])=[O:34])=[CH:29][CH:28]=1>C(N(CC)CC)C.C1(C)C=CC=CC=1>[C:27]1([CH3:37])[CH:32]=[CH:31][C:30]([S:33]([O:13][CH2:14][P:1](=[O:8])([O:5][CH2:6][CH3:7])[O:2][CH2:3][CH3:4])(=[O:35])=[O:34])=[CH:29][CH:28]=1 |f:3.4|. Procedure details: To a reaction vessel containing inert atmosphere, e.g., nitrogen, was added diethyl phosphite, paraformaldehyde, triethylamine and toluene, the mixture was heated for 4-8 hours until TLC showing no diethyl phosphate remaining. After cooling to below 0° C., to the mixture was added a solution of p-toluenesulfonyl chloride toluene and triethylamine, after completion of the reaction, diethyl p-toluenesulfonyloxymethylphosphonate (C) was obtained; The reactants are CC(=O)SCCC(=O)Cl, O=C([O-])[O-], ClCCl, CC1(C)c2ccccc2NC1C(N)=O, [K+], [K+]. Yields the product CC(=O)SCCC(=O)N1c2ccccc2C(C)(C)C1C(N)=O. As a reaction SMILES: [C:1]([CH3:2])(=[O:3])[S:4][CH2:5][CH2:6][C:7](=[O:8])[Cl:9].[C:24](=[O:25])([O-:26])[O-:27].[CH2:30]([Cl:31])[Cl:32].[CH3:10][C:11]1([CH3:23])[CH:12]([C:20](=[O:21])[NH2:22])[NH:13][c:14]2[cH:15][cH:16][cH:17][cH:18][c:19]21.[K+:28].[K+:29]>>[C:1]([CH3:2])(=[O:3])[S:4][CH2:5][CH2:6][C:7](=[O:8])[N:13]1[CH:12]([C:20](=[O:21])[NH2:22])[C:11]([CH3:10])([CH3:23])[c:19]2[c:14]1[cH:15][cH:16][cH:17][cH:18]2. RXN SMILES: [C:1]([C:4]1[CH:21]=[C:20]2[C:7]([C:8](=[O:26])[C:9]3[CH:10]([OH:25])[CH:11]4[C:16](=[C:17]([OH:22])[C:18]=3[CH2:19]2)[CH2:15][CH2:14][CH2:13][CH:12]4[O:23][CH3:24])=[CH:6][CH:5]=1)(=[O:3])[CH3:2]>CN(C)C=O>[C:1]([CH:4]1[CH2:21][C:20]2[CH:19]=[C:18]3[C:9]([C:10](=[O:25])[C:11]4[C:12]([O:23][CH3:24])=[CH:13][CH:14]=[CH:15][C:16]=4[C:17]3=[O:22])=[C:8]([OH:26])[C:7]=2[CH2:6][CH2:5]1)(=[O:3])[CH3:2]. The solvent is CN(C=O)C (dimethylforamide). Reactants: C(C)(=O)C1=CC=C2C(C=3C(C4C(CCCC4=C(C3CC2=C1)O)OC)O)=O (9-acetyl-5,12-dihydroxy-4-methoxy-6(11H)--hexahydronaphthacenone). The product is C(C)(=O)C1CCC=2C(=C3C(C=4C(=CC=CC4C(C3=CC2C1)=O)OC)=O)O (9-acetyl-6-hydroxy-4-methoxy-7,8,9,10-tetrahydronaphthacene-5,12-dione). Reported procedure: A solution of (7) (0.4 g, 1.1 mmol) in dimethylforamide (40 mL) was heated at 110° C. Simultaneously, oxygen was bubbled through it. After 2 hrs., flow of oxygen was terminated and 2 mL of water was added. Upon cooling, the reaction mixture gave orange crystals of (8). ##STR14## These crystals were collected by filtration, washed with water and dried: yield 0.37 g (94% yield) of (8) with mp 222°-225° C. (lit. mp 223°-226° C.), 1H NMR (CDCl3) δ 13,36 (s, 1H), 8.08-7.22 (m, 4H), 4.07 (s, 3H), 3.30... Conditions: time 2 hour. Yields the product CN(C(=O)OC(C)(C)C)C1CCC(C=CCO)CC1. RXN SMILES: [C:1]([CH3:2])([CH3:3])([CH3:4])[O:5][C:6]([N:7]([CH3:8])[CH:9]1[CH2:10][CH2:11][CH:12]([C:15]#[C:16][CH2:17][OH:18])[CH2:13][CH2:14]1)=[O:19].[CH3:21][O:22][CH2:23][CH2:24][O:25][AlH2-:26][O:27][CH2:28][CH2:29][O:30][CH3:31].[CH3:38][CH2:39][O:40][CH2:41][CH3:42].[K+:37].[Na+:20].[S:32](=[O:33])(=[O:34])([OH:35])[O-:36]>>[C:1]([CH3:2])([CH3:3])([CH3:4])[O:5][C:6]([N:7]([CH3:8])[CH:9]1[CH2:10][CH2:11][CH:12]([CH:15]=[CH:16][CH2:17][OH:18])[CH2:13][CH2:14]1)=[O:19]. Reactants: CN(C(=O)OC(C)(C)C)C1CCC(C#CCO)CC1, COCCO[AlH2-]OCCOC, CCOCC, [K+], [Na+], O=S(=O)([O-])O.